From a dataset of the Open Reaction Database (ORD), a public repository of structured organic reaction records. describe an organic reaction: reactants, conditions, products, and yield Reactants: COC(C(C)(C)NC(=O)C1=C(C2=CC=CC=C2C(=C1)Br)OCCOC1=CC=C(C=C1)F)=O (2-({4-bromo-1-[2-(4-fluoro-phenoxy)-ethoxy]-naphthalene-2-carbonyl}-amino)-2-methyl-propionic acid methyl ester), Cl (hydrochloric acid). Run in C1CCOC1 (THF), [OH-].[Na+] (sodium hydroxide), CO (methanol). Product: BrC1=CC(=C(C2=CC=CC=C12)OCCOC1=CC=C(C=C1)F)C(=O)NC(C(=O)O)(C)C (2-({4-Bromo-1-[2-(4-fluoro-phenoxy)-ethoxy]-naphthalene-2-carbonyl}-amino)-2-methyl-propionic acid). Reaction SMILES: C[O:2][C:3](=[O:32])[C:4]([NH:7][C:8]([C:10]1[CH:19]=[C:18]([Br:20])[C:17]2[C:12](=[CH:13][CH:14]=[CH:15][CH:16]=2)[C:11]=1[O:21][CH2:22][CH2:23][O:24][C:25]1[CH:30]=[CH:29][C:28]([F:31])=[CH:27][CH:26]=1)=[O:9])([CH3:6])[CH3:5].Cl>C1COCC1.[OH-].[Na+].CO>[Br:20][C:18]1[C:17]2[C:12](=[CH:13][CH:14]=[CH:15][CH:16]=2)[C:11]([O:21][CH2:22][CH2:23][O:24][C:25]2[CH:26]=[CH:27][C:28]([F:31])=[CH:29][CH:30]=2)=[C:10]([C:8]([NH:7][C:4]([CH3:6])([CH3:5])[C:3]([OH:32])=[O:2])=[O:9])[CH:19]=1 |f:3.4|. Procedure: 61 mg 2-({4-bromo-1-[2-(4-fluoro-phenoxy)-ethoxy]-naphthalene-2-carbonyl}-amino)-2-methyl-propionic acid methyl ester in 0.5 ml THF, 0.36 ml of 2 M sodium hydroxide and 1.7 ml methanol were reacted in a microwave at 120° C. for 6 min. The reaction was then acidified with 2 M hydrochloric acid and extracted with ethyl acetate twice. The combined organic layers were dried over magnesium sulphate, and concentrated. After purification of the residue by RP-HPLC 27 mg of 2-({4-bromo-1-[2-(4-fluoro-phe...